This data is from the Open Reaction Database (ORD), a public repository of structured organic reaction records. The task is: describe an organic reaction: reactants, conditions, products, and yield Reactants: NCC=1OC=C(C(C1)=O)OCC1=CC=CC=C1 (2-aminomethyl-5-benzyloxy-pyran-4-one), ClC1=C(C=CC=C1)S(=O)(=O)Cl (2-chloro-benzenesulfonyl chloride), C(C1=CC=CC=C1)OC=1C(C=C(OC1)CNS(=O)(=O)C1=CC=CC=C1)=O (N-(5-benzyloxy-4-oxo-4H-pyran-2-ylmethyl)-benzene sulfonamide). Yields the product C(C1=CC=CC=C1)OC=1C(C=C(OC1)CNS(=O)(=O)C1=C(C=CC=C1)Cl)=O (N-(5-Benzyloxy-4-oxo-4H-pyran-2-ylmethyl)-2-chloro-benzenesulfonamide). Isolated yield 59.2%. Reaction SMILES: [NH2:1][CH2:2][C:3]1[O:4][CH:5]=[C:6]([O:10][CH2:11][C:12]2[CH:17]=[CH:16][CH:15]=[CH:14][CH:13]=2)[C:7](=[O:9])[CH:8]=1.[Cl:18][C:19]1[CH:24]=[CH:23][CH:22]=[CH:21][C:20]=1[S:25](Cl)(=[O:27])=[O:26].C(OC1C(=O)C=C(CNS(C2C=CC=CC=2)(=O)=O)OC=1)C1C=CC=CC=1>>[CH2:11]([O:10][C:6]1[C:7](=[O:9])[CH:8]=[C:3]([CH2:2][NH:1][S:25]([C:20]2[CH:21]=[CH:22][CH:23]=[CH:24][C:19]=2[Cl:18])(=[O:27])=[O:26])[O:4][CH:5]=1)[C:12]1[CH:17]=[CH:16][CH:15]=[CH:14][CH:13]=1. Procedure: N-(5-Benzyloxy-4-oxo-4H-pyran-2-ylmethyl)-2-chloro-benzenesulfonamide (7-03) (26.0 g, 59.19%) was synthesized as a light brown solid from 2-aminomethyl-5-benzyloxy-pyran-4-one (5) (25.0 g, 108.2 mmol) and 2-chloro-benzenesulfonyl chloride (6-03) (27.2 g, 129.87 mmol) following the procedure described for N-(5-benzyloxy-4-oxo-4H-pyran-2-ylmethyl)-benzenesulfonamide (7-01).